The task is: describe an organic reaction: reactants, conditions, products, and yield. This data is from the Open Reaction Database (ORD), a public repository of structured organic reaction records. The reactants are O=C1N(C(C2=CC=CC=C12)=O)CC(CS(=O)(=O)C)NC(OC(C)(C)C)=O (tert-butyl [1-(1,3-dioxo-1,3-dihydro-2H-isoindol-2-yl)-3-(methylsulfonyl)propan-2-yl]carbamate), O.NN (hydrazine hydrate). The solvent is C(C)O (ethanol). Run at time 30 minute. Yields the product NCC(CS(=O)(=O)C)NC(OC(C)(C)C)=O (tert-butyl [1-amino-3-(methylsulfonyl)propan-2-yl]carbamate). Reaction SMILES: O=C1C2C(=CC=CC=2)C(=O)[N:3]1[CH2:12][CH:13]([NH:19][C:20](=[O:26])[O:21][C:22]([CH3:25])([CH3:24])[CH3:23])[CH2:14][S:15]([CH3:18])(=[O:17])=[O:16].O.NN>C(O)C>[NH2:3][CH2:12][CH:13]([NH:19][C:20](=[O:26])[O:21][C:22]([CH3:24])([CH3:23])[CH3:25])[CH2:14][S:15]([CH3:18])(=[O:17])=[O:16] |f:1.2|. Procedure details: To a solution of tert-butyl [1-(1,3-dioxo-1,3-dihydro-2H-isoindol-2-yl)-3-(methylsulfonyl)propan-2-yl]carbamate (10.0 g, 26.2 mmol) in ethanol (150 mL) was added dropwise hydrazine hydrate (15.7 g, 262 mmol) at 0° C., and the reaction mixture was allowed to warm to ambient temperature. After 30 minutes, the reaction mixture was heated to reflux. After two hours, the reaction mixture was cooled, filtered, and concentrated under reduced pressure. The residue was purified via chromatography on sili... Reactants: C(C)(C)(C)ON=C1C=C(OC2=CC=C(C=C12)O)C=1N=CC=2N(C1)C=CC2 (6-Hydroxy-2-pyrrolo[1,2-a]pyrazin-3-yl-chromen-4-one O-tert-butyl-oxime), Cl.ClCCN1CCC(CC1)(F)F (1-(2-Chloro-ethyl)-4,4-difluoro-piperidine hydrochloride). Product: Cl.FC1(CCN(CC1)CCOC=1C=C2C(C=C(OC2=CC1)C=1N=CC=2N(C1)C=CC2)=NO)F (6-[2-(4,4-Difluoro-piperidin-1-yl)-ethoxy]-2-pyrrolo[1,2-a]pyrazin-3-yl-chromen-4-one oxime, hydrochloride). Reaction SMILES: C([O:5][N:6]=[C:7]1[C:16]2[C:11](=[CH:12][CH:13]=[C:14]([OH:17])[CH:15]=2)[O:10][C:9]([C:18]2[N:19]=[CH:20][C:21]3[N:22]([CH:24]=[CH:25][CH:26]=3)[CH:23]=2)=[CH:8]1)(C)(C)C.Cl.[Cl:28][CH2:29][CH2:30][N:31]1[CH2:36][CH2:35][C:34]([F:38])([F:37])[CH2:33][CH2:32]1>>[ClH:28].[F:37][C:34]1([F:38])[CH2:35][CH2:36][N:31]([CH2:30][CH2:29][O:17][C:14]2[CH:15]=[C:16]3[C:11](=[CH:12][CH:13]=2)[O:10][C:9]([C:18]2[N:19]=[CH:20][C:21]4[N:22]([CH:24]=[CH:25][CH:26]=4)[CH:23]=2)=[CH:8][C:7]3=[N:6][OH:5])[CH2:32][CH2:33]1 |f:1.2,3.4|. Procedure: 6-[2-(4,4-Difluoro-piperidin-1-yl)-ethoxy]-2-pyrrolo[1,2-a]pyrazin-3-yl-chromen-4-one oxime, hydrochloride was prepared in 50% overall yield using the method described in example 123, starting from 6-Hydroxy-2-pyrrolo[1,2-a]pyrazin-3-yl-chromen-4-one O-tert-butyl-oxime (example 123B) and 1-(2-Chloro-ethyl)-4,4-difluoro-piperidine hydrochloride. Starting materials: COCOC(CNC1CC(N(C1)C=1C=CC2=C(NC(CO2)=O)C1)=O)CN1C(C=NC2=CC=C(C=C12)OC)=O (6-(4-{[2-(Methoxymethoxy)-3-(7-methoxy-2-oxoquinoxalin-1(2H)-yl)propyl]amino}-2-oxopyrrolidin-1-yl)-2H-1,4-benzoxazin-3(4H)-one), Cl (hydrochloric acid). Run in CO.O1CCCC1 (methanol tetrahydrofuran). Reaction conditions: temperature 60 celsius, time 7 hour. The product is OC(CNC1CC(N(C1)C=1C=CC2=C(NC(CO2)=O)C1)=O)CN1C(C=NC2=CC=C(C=C12)OC)=O (6-(4-{[2-Hydroxy-3-(7-methoxy-2-oxoquinoxalin-1(2H)-yl)propyl]amino}-2-oxopyrrolidin-1-yl)-2H-1,4-benzoxazin-3(4H)-one). Isolated yield 61.6%. As a reaction SMILES: COC[O:4][CH:5]([CH2:25][N:26]1[C:35]2[C:30](=[CH:31][CH:32]=[C:33]([O:36][CH3:37])[CH:34]=2)[N:29]=[CH:28][C:27]1=[O:38])[CH2:6][NH:7][CH:8]1[CH2:12][N:11]([C:13]2[CH:14]=[CH:15][C:16]3[O:21][CH2:20][C:19](=[O:22])[NH:18][C:17]=3[CH:23]=2)[C:10](=[O:24])[CH2:9]1.Cl>CO.O1CCCC1>[OH:4][CH:5]([CH2:25][N:26]1[C:35]2[C:30](=[CH:31][CH:32]=[C:33]([O:36][CH3:37])[CH:34]=2)[N:29]=[CH:28][C:27]1=[O:38])[CH2:6][NH:7][CH:8]1[CH2:12][N:11]([C:13]2[CH:14]=[CH:15][C:16]3[O:21][CH2:20][C:19](=[O:22])[NH:18][C:17]=3[CH:23]=2)[C:10](=[O:24])[CH2:9]1 |f:2.3|. Reported procedure: 6-(4-{[2-(Methoxymethoxy)-3-(7-methoxy-2-oxoquinoxalin-1(2H)-yl)propyl]amino}-2-oxopyrrolidin-1-yl)-2H-1,4-benzoxazin-3(4H)-one (115 mg, 0.220 mmol) was dissolved in a mixed solvent of methanol/tetrahydrofuran (1:1,2 ml). To this solution was added 4N hydrochloric acid aqueous solution (1 ml) under cooling on ice and the mixture was stirred at 60° C. for 7 hours. The reaction solution was cooled in the air, and the solvent was then removed under reduced pressure. To the residue was added 1N aque... Reactants: CC(C)(C)OC(=O)N1CCC(C(=O)c2ccccc2)CC1, C1CCOC1, [Li]CCCC, FC(F)(F)c1ccc(I)cc1. The product is CC(C)(C)OC(=O)N1CCC(C(O)(c2ccccc2)c2ccc(C(F)(F)F)cc2)CC1. Reaction SMILES: [C:17]([c:18]1[cH:19][cH:20][cH:21][cH:22][cH:23]1)(=[O:24])[CH:25]1[CH2:26][CH2:27][N:28]([C:31](=[O:32])[O:33][C:34]([CH3:35])([CH3:36])[CH3:37])[CH2:29][CH2:30]1.[CH2:38]1[O:39][CH2:40][CH2:41][CH2:42]1.[CH3:12][CH2:13][CH2:14][CH2:15][Li:16].[I:1][c:2]1[cH:3][cH:4][c:5]([C:8]([F:9])([F:10])[F:11])[cH:6][cH:7]1>>[c:2]1([C:17]([c:18]2[cH:19][cH:20][cH:21][cH:22][cH:23]2)([OH:24])[CH:25]2[CH2:26][CH2:27][N:28]([C:31](=[O:32])[O:33][C:34]([CH3:35])([CH3:36])[CH3:37])[CH2:29][CH2:30]2)[cH:3][cH:4][c:5]([C:8]([F:9])([F:10])[F:11])[cH:6][cH:7]1. Reactants: ClCCl, CCCCCCCCCCCCCCCC(=O)NC(CSCC(O)C(O)CO)C(=O)OC(c1ccccc1)c1ccccc1, O=C(O)C(F)(F)F. The product is CCCCCCCCCCCCCCCC(=O)NC(CSCC(O)C(O)CO)C(=O)O. RXN SMILES: [CH2:52]([Cl:53])[Cl:54].[CH:1]([c:2]1[cH:3][cH:4][cH:5][cH:6][cH:7]1)([c:8]1[cH:9][cH:10][cH:11][cH:12][cH:13]1)[O:14][C:15]([CH:16]([NH:17][C:18]([CH2:19][CH2:20][CH2:21][CH2:22][CH2:23][CH2:24][CH2:25][CH2:26][CH2:27][CH2:28][CH2:29][CH2:30][CH2:31][CH2:32][CH3:33])=[O:34])[CH2:35][S:36][CH2:37][CH:38]([CH:39]([CH2:40][OH:41])[OH:42])[OH:43])=[O:44].[OH:45][C:46]([C:47]([F:48])([F:49])[F:50])=[O:51]>>[O:14]=[C:15]([CH:16]([NH:17][C:18]([CH2:19][CH2:20][CH2:21][CH2:22][CH2:23][CH2:24][CH2:25][CH2:26][CH2:27][CH2:28][CH2:29][CH2:30][CH2:31][CH2:32][CH3:33])=[O:34])[CH2:35][S:36][CH2:37][CH:38]([CH:39]([CH2:40][OH:41])[OH:42])[OH:43])[OH:44]. The reactants are FC(OC1=CC=C(CC2(CCNCC2)O)C=C1)(F)F (4-(4-trifluoromethoxy-benzyl)-piperidin-4-ol), C(C1=CC=CC=C1)OC=1C=CC2=C(CC(O2)CBr)C1 (5-benzyloxy-2-(RS)-bromomethyl-2,3-dihydro-benzofuran). Product: FC(OC1=CC=C(CC2(CCN(CC2)CC2OC3=C(C2)C=C(C=C3)OCC3=CC=CC=C3)O)C=C1)(F)F ((RS)-4-(4-Trifluoromethoxy-benzyl)-1-(5-benzyloxy-2,3-dihydro-benzofuran-2-ylmethyl)-piperidin-4-ol). As a reaction SMILES: [F:1][C:2]([F:19])([F:18])[O:3][C:4]1[CH:17]=[CH:16][C:7]([CH2:8][C:9]2([OH:15])[CH2:14][CH2:13][NH:12][CH2:11][CH2:10]2)=[CH:6][CH:5]=1.[CH2:20]([O:27][C:28]1[CH:29]=[CH:30][C:31]2[O:35][CH:34]([CH2:36]Br)[CH2:33][C:32]=2[CH:38]=1)[C:21]1[CH:26]=[CH:25][CH:24]=[CH:23][CH:22]=1>>[F:19][C:2]([F:18])([F:1])[O:3][C:4]1[CH:17]=[CH:16][C:7]([CH2:8][C:9]2([OH:15])[CH2:14][CH2:13][N:12]([CH2:36][CH:34]3[CH2:33][C:32]4[CH:38]=[C:28]([O:27][CH2:20][C:21]5[CH:26]=[CH:25][CH:24]=[CH:23][CH:22]=5)[CH:29]=[CH:30][C:31]=4[O:35]3)[CH2:11][CH2:10]2)=[CH:6][CH:5]=1. Procedure: The title compound MS: m/e=514.6 (M+H+) was prepared from 4-(4-trifluoromethoxy-benzyl)-piperidin-4-ol and 5-benzyloxy-2-(RS)-bromomethyl-2,3-dihydro-benzofuran. The reactants are BrN1C(CCC1=O)=O (N-bromosuccinimide), N1C=C(C=C1)C(=O)OC (methyl 1H-pyrrole-3-carboxylate), O (Water). The reagents and catalysts are N1=CC=CC=C1 (pyridine). Run in O1CCCC1 (tetrahydrofuran). Run at time 1 hour. The product is BrC1=CC(=CN1)C(=O)OC (methyl 5-bromo-1H-pyrrole-3-carboxylate). Isolated yield 61.7%. Reaction SMILES: [NH:1]1[CH:5]=[CH:4][C:3]([C:6]([O:8][CH3:9])=[O:7])=[CH:2]1.[Br:10]N1C(=O)CCC1=O.O>O1CCCC1.N1C=CC=CC=1>[Br:10][C:5]1[NH:1][CH:2]=[C:3]([C:6]([O:8][CH3:9])=[O:7])[CH:4]=1. Procedure: A solution (30 mL) of methyl 1H-pyrrole-3-carboxylate (3.06 g) in tetrahydrofuran was cooled to −78° C., N-bromosuccinimide (4.38 g) and then pyridine (3 drops) were added, and the mixture was stirred at the same temperature for 1 hr. Water was added to the reaction mixture, and the mixture was extracted with ethyl acetate. The extract was washed with saturated aqueous sodium hydrogencarbonate solution, water and saturated brine, dried over anhydrous sodium sulfate, and concentrated under reduce... Starting materials: OC(C(=O)C1=CC=C(C=C1)S(=O)(=O)C)(C)C (2-Hydroxy-2-methyl-1-(4-(methylsulfonyl)phenyl)propan-1-one), C(C)(=O)OCC(=O)Cl (acetoxyacetyl chloride), C1CCC2=NCCCN2CC1 (DBU), Cl (HCl), C1CCC2=NCCCN2CC1 (DBU). Solvent: CC#N (CH3CN), N1=CC=CC=C1 (pyridine). Reaction conditions: time 7 hour. Yields the product CC1(C(=C(C(O1)=O)O)C1=CC=C(C=C1)S(=O)(=O)C)C (5,5-Dimethyl-3-hydroxy-4-(4-methylsulfonylphenyl)-5H-furan-2-one). Isolated yield 61.6%. As a reaction SMILES: [OH:1][C:2]([CH3:16])([CH3:15])[C:3]([C:5]1[CH:10]=[CH:9][C:8]([S:11]([CH3:14])(=[O:13])=[O:12])=[CH:7][CH:6]=1)=O.C([O:20][CH2:21][C:22](Cl)=[O:23])(=O)C.C1CCN2C(=NCCC2)CC1.Cl>CC#N.N1C=CC=CC=1>[CH3:15][C:2]1([CH3:16])[O:1][C:21](=[O:20])[C:22]([OH:23])=[C:3]1[C:5]1[CH:10]=[CH:9][C:8]([S:11]([CH3:14])(=[O:13])=[O:12])=[CH:7][CH:6]=1. Reported procedure: To a 0° C. solution of the alcohol of Example 1, Step 3 (29.5 g, 122 mmol) in CH3CN (350 mL) were added pyridine (25 mL) and acetoxyacetyl chloride (25 g, 183 mmol). After a period of 7 h at r.t., DBU (31 mL) was added to the reaction mixture. After a period of 1 h at 80° C., a second portion of DBU (35 mL) was added. The reaction mixture was kept at 80° C. for 18 h. The reaction mixture was allowed to cool to r.t. The mixture was poured onto ice-water (2.5 L) containing 100 mL of concentrated H...